Task: describe an organic reaction: reactants, conditions, products, and yield. Dataset: the Open Reaction Database (ORD), a public repository of structured organic reaction records Starting materials: [Br-].NC1=[N+](C=CC=C1)CC1=CC=CC=C1 (2-amino-1-benzylpyridinium bromide), N#CBr (cyanogen bromide). Run in CCOCC (ether), CCOCC (ether). Yields the product C(C1=CC=CC=C1)N1C(C=CC=C1)=NC#N (1-benzyl-2-(cyanoimino)pyridine). The yield is 43.5%. As a reaction SMILES: [Br-].[NH2:2][C:3]1[CH:8]=[CH:7][CH:6]=[CH:5][N+:4]=1[CH2:9][C:10]1[CH:15]=[CH:14][CH:13]=[CH:12][CH:11]=1.[N:16]#[C:17]Br>CCOCC>[CH2:9]([N:4]1[CH:5]=[CH:6][CH:7]=[CH:8][C:3]1=[N:2][C:17]#[N:16])[C:10]1[CH:15]=[CH:14][CH:13]=[CH:12][CH:11]=1 |f:0.1|. Procedure: 5.3 g (20 mmole) of 2-amino-1-benzylpyridinium bromide [prepared according to Chem. Ber. 88, 1103 (1955)] are suspended in 20 ml of ether, then 20 ml of aqueous sodium hydroxide solution of 0.5 mole/liter concentration are added while stirring. After the dissolution of the solid phase the phases are separated and the aqueous phase is extracted with 20 ml of ether. The combined organic phase is dried over anhydrous sodium sulfate and evaporated to its half volume under reduced pressure. Then, a s... The reactants are CC1=C(C(CCC1OC(C)=O)(C)C)C#CC(C)OC(C)=O (2,6,6-trimethyl-3-acetoxy-1-(3-acetoxy-but-1-ynyl)cyclohex-1ene), C(Cl)Cl (methylene chloride), C1(=CC=C(C=C1)S(=O)(=O)O)C (p-toluenesulfonic acid). The solvent is O (water), O (water). The product is C(\C=C\C)(=O)C1=C(C=CCC1(C)C)C (1-crotonoyl-2,6,6-trimethylcyclohexa-1,3-diene). The yield is 60.0%. As a reaction SMILES: [CH3:1][C:2]1[CH:7](OC(=O)C)[CH2:6][CH2:5][C:4]([CH3:13])([CH3:12])[C:3]=1[C:14]#[C:15][CH:16](OC(=O)C)[CH3:17].C(Cl)Cl.C1(C)C=CC(S(O)(=O)=[O:32])=CC=1>O>[C:14]([C:3]1[C:4]([CH3:13])([CH3:12])[CH2:5][CH:6]=[CH:7][C:2]=1[CH3:1])(=[O:32])/[CH:15]=[CH:16]/[CH3:17]. Procedure: In a 100 ml. three-necked flask fitted with a mechanical stirrer and a Dean-Stark water separator provided with a reflux condenser, a solution of 7 g. of 2,6,6-trimethyl-3-acetoxy-1-(3-acetoxy-but-1-ynyl)cyclohex-1ene in 70 ml. of methylene chloride is refluxed while stirring. Then 0.7 g. of p-toluenesulfonic acid is added and the reaction mixture is refluxed for an additional 7 hours. The reaction mixture is cooled and then poured into 70 ml. of water. The organic layer is separated, washed wit...